This data is from the Open Reaction Database (ORD), a public repository of structured organic reaction records. The task is: describe an organic reaction: reactants, conditions, products, and yield Reactants: NC1=C2C(C(=CN(C2=C(C(=C1F)F)F)C1CC1)C(=O)O)=O (5-amino-1-cyclopropyl-6, 7, 8-trifluoro-1,4-dihydro-4-oxo-3-quinolinecarboxylic acid), CC(C)(C)N(C([O-])=O)CC1=CC=C(C=C1)C1CNCC1 (1,1-dimethylethyl[[4-(3-pyrrolidinyl) phenyl]methyl]carbamate). Product: NC1=C2C(C(=CN(C2=C(C(=C1F)N1CC(CC1)C1=CC=C(C=C1)CN)F)C1CC1)C(=O)O)=O (5-Amino-7-[3-[4-(aminomethyl)phenyl]-1-pyrrolidinyl]-1-cyclopropyl-6,8-difluoro-1,4-dihydro-4-oxo-3-quinolinecarboxylic acid). As a reaction SMILES: [NH2:1][C:2]1[C:11]([F:12])=[C:10](F)[C:9]([F:14])=[C:8]2[C:3]=1[C:4](=[O:21])[C:5]([C:18]([OH:20])=[O:19])=[CH:6][N:7]2[CH:15]1[CH2:17][CH2:16]1.CC([N:26]([CH2:30][C:31]1[CH:36]=[CH:35][C:34]([CH:37]2[CH2:41][CH2:40][NH:39][CH2:38]2)=[CH:33][CH:32]=1)C(=O)[O-])(C)C>>[NH2:1][C:2]1[C:11]([F:12])=[C:10]([N:39]2[CH2:40][CH2:41][CH:37]([C:34]3[CH:35]=[CH:36][C:31]([CH2:30][NH2:26])=[CH:32][CH:33]=3)[CH2:38]2)[C:9]([F:14])=[C:8]2[C:3]=1[C:4](=[O:21])[C:5]([C:18]([OH:20])=[O:19])=[CH:6][N:7]2[CH:15]1[CH2:16][CH2:17]1. Reported procedure: Starting from 5-amino-1-cyclopropyl-6, 7, 8-trifluoro-1,4-dihydro-4-oxo-3-quinolinecarboxylic acid (0.95 g, 3.2 mmol) and 1,1-dimethylethyl[[4-(3-pyrrolidinyl) phenyl]methyl]carbamate, a procedure analogous to that given in Example 6 provided the title compound (0.75 g) as a yellow solid, mp 225°-227° C.